From a dataset of the Open Reaction Database (ORD), a public repository of structured organic reaction records. describe an organic reaction: reactants, conditions, products, and yield Reactants: C(Cl)Cl (CH2Cl2), ClC1=NC=2N(C(=C1)N(COCC[Si](C)(C)C)COCC[Si](C)(C)C)N=CC2C=2C=NC1=CC=CC=C1C2 (5-chloro-3-(quinolin-3-yl)-N,N-bis((2-(trimethylsilyl)-ethoxy)methyl)pyrazolo[1,5-a]pyrimidin-7-amine), CC1(OB(OC1(C)C)C1=CCN(CC1)C(=O)OC(C)(C)C)C (tert-butyl 4-(4,4,5,5-tetramethyl-1,3,2-dioxaborolan-2-yl)-5,6-dihydropyridine-1(2H)-carboxylate), [O-]P(=O)([O-])[O-].[K+].[K+].[K+] (K3PO4). The reagents and catalysts are C1=CC=C(C=C1)P([C-]2C=CC=C2)C3=CC=CC=C3.C1=CC=C(C=C1)P([C-]2C=CC=C2)C3=CC=CC=C3.Cl[Pd]Cl.[Fe+2] (PdCl2(dppf)). Solvent: O1CCOCC1 (1,4-dioxane), O (H2O). Run at temperature 100 celsius, time 18 hour. Product: C[Si](CCOCN(C1=CC(=NC=2N1N=CC2C=2C=NC1=CC=CC=C1C2)C2=CCN(CC2)C(=O)OC(C)(C)C)COCC[Si](C)(C)C)(C)C (tert-butyl 4-(7-(bis((2-(trimethylsilyl)ethoxy)methyl)amino)-3-(quinolin-3-yl)pyrazolo[1,5-a]pyrimidin-5-yl)-5,6-dihydropyridine-1(2H)-carboxylate). Isolated yield 96860.5%. Reaction SMILES: Cl[C:2]1[CH:7]=[C:6]([N:8]([CH2:17][O:18][CH2:19][CH2:20][Si:21]([CH3:24])([CH3:23])[CH3:22])[CH2:9][O:10][CH2:11][CH2:12][Si:13]([CH3:16])([CH3:15])[CH3:14])[N:5]2[N:25]=[CH:26][C:27]([C:28]3[CH:29]=[N:30][C:31]4[C:36]([CH:37]=3)=[CH:35][CH:34]=[CH:33][CH:32]=4)=[C:4]2[N:3]=1.CC1(C)C(C)(C)OB([C:46]2[CH2:51][CH2:50][N:49]([C:52]([O:54][C:55]([CH3:58])([CH3:57])[CH3:56])=[O:53])[CH2:48][CH:47]=2)O1.[O-]P([O-])([O-])=O.[K+].[K+].[K+].C(Cl)Cl>C1C=CC(P(C2C=CC=CC=2)[C-]2C=CC=C2)=CC=1.C1C=CC(P(C2C=CC=CC=2)[C-]2C=CC=C2)=CC=1.Cl[Pd]Cl.[Fe+2].O.O1CCOCC1>[CH3:14][Si:13]([CH3:16])([CH3:15])[CH2:12][CH2:11][O:10][CH2:9][N:8]([CH2:17][O:18][CH2:19][CH2:20][Si:21]([CH3:24])([CH3:23])[CH3:22])[C:6]1[N:5]2[N:25]=[CH:26][C:27]([C:28]3[CH:29]=[N:30][C:31]4[C:36]([CH:37]=3)=[CH:35][CH:34]=[CH:33][CH:32]=4)=[C:4]2[N:3]=[C:2]([C:46]2[CH2:51][CH2:50][N:49]([C:52]([O:54][C:55]([CH3:58])([CH3:57])[CH3:56])=[O:53])[CH2:48][CH:47]=2)[CH:7]=1 |f:2.3.4.5,7.8.9.10|. Reported procedure: To a 40 mL scintillation vial was charged 5-chloro-3-(quinolin-3-yl)-N,N-bis((2-(trimethylsilyl)-ethoxy)methyl)pyrazolo[1,5-a]pyrimidin-7-amine (0.86 mmol, 480 mg), tert-butyl 4-(4,4,5,5-tetramethyl-1,3,2-dioxaborolan-2-yl)-5,6-dihydropyridine-1(2H)-carboxylate (1.30 mmol, 400 mg), K3PO4 (2.60 mmol, 550 mg), and PdCl2(dppf).CH2Cl2 (0.086 mmol, 70 mg). To this reaction mixture was added a 9:1 solution of 1,4-dioxane:H2O (10 mL). The vial was flushed with argon, sealed with Teflon tape, and stirre... Reactants: C(C)(C)(C)OC(N(CC1=CC(=CC=C1)I)CCC1=C(C=CC=C1Cl)Cl)=O ([2-(2,6-Dichloro-phenyl)-ethyl]-(3-iodo-benzyl)-carbamic acid tert-butyl ester), C([O-])(O)=O.[Na+] (sodium bicarbonate), C(C=C)O (allyl alcohol), resultant mixture. Reagents/catalysts: [Cl-].C(CCC)[N+](CCCC)(CCCC)CCCC (tetrabutylammonium chloride), C(C)(=O)[O-].[Pd+2].C(C)(=O)[O-] (palladium acetate). Run in C1(=CC=CC=C1)C (toluene). Product: C(C)(C)(C)OC(N(CC1=CC(=CC=C1)CCC=O)CCC1=C(C=CC=C1Cl)Cl)=O ([2-(2,6-Dichloro-phenyl)-ethyl]-[3-(3-oxo-propyl)-benzyl]-carbamic acid tert-butyl ester). RXN SMILES: [C:1]([O:5][C:6](=[O:26])[N:7]([CH2:16][CH2:17][C:18]1[C:23]([Cl:24])=[CH:22][CH:21]=[CH:20][C:19]=1[Cl:25])[CH2:8][C:9]1[CH:14]=[CH:13][CH:12]=[C:11](I)[CH:10]=1)([CH3:4])([CH3:3])[CH3:2].C(=O)(O)[O-].[Na+].[CH2:32]([OH:35])[CH:33]=[CH2:34]>[Cl-].C([N+](CCCC)(CCCC)CCCC)CCC.C([O-])(=O)C.[Pd+2].C([O-])(=O)C.C1(C)C=CC=CC=1>[C:1]([O:5][C:6](=[O:26])[N:7]([CH2:16][CH2:17][C:18]1[C:23]([Cl:24])=[CH:22][CH:21]=[CH:20][C:19]=1[Cl:25])[CH2:8][C:9]1[CH:14]=[CH:13][CH:12]=[C:11]([CH2:34][CH2:33][CH:32]=[O:35])[CH:10]=1)([CH3:4])([CH3:3])[CH3:2] |f:1.2,4.5,6.7.8|. Procedure: [2-(2,6-Dichloro-phenyl)-ethyl]-(3-iodo-benzyl)-carbamic acid tert-butyl ester (506 mg), tetrabutylammonium chloride (280 mg), sodium bicarbonate (210 mg), allyl alcohol (100 μL) and toluene (20 mL) were charged to a flask, followed by palladium acetate (10 mg) and the resultant mixture heated to 80° C., under nitrogen for 5 hours. On cooling, the reaction was filtered, the filtrate diluted with toluene and extracted sequentially, twice with water, once with brine, dried (magnesium sulfate) and ...